From a dataset of the Open Reaction Database (ORD), a public repository of structured organic reaction records. describe an organic reaction: reactants, conditions, products, and yield Isolated yield 54.6%. Procedure: To a stirred solution of the bromide 5 (12.82 g, 55 mmol) dissolved in DMSO (60 mL) was added dry KCN (1.95 g, 30 mmol), and the reaction mixture was stirred at 40° C. for 3.5 hours until the KCN powder had disappeared. The reaction was quenched with saturated aqueous NH4Cl solution (150 mL). After extraction with ethyl acetate, the combined organic layers were washed with 1N NaOH, water, and brine. After drying over Na2SO4, the organic layer was filtered and ethyl acetate was evaporated in vacu... The product is FC1=CC=C(O[C@@H](CC#N)C)C=C1 ((R)-3-(4-fluorophenoxy)butanenitrile). Reaction SMILES: Br[C@@H:2]([O:5][C:6]1[CH:11]=[CH:10][C:9]([F:12])=[CH:8][CH:7]=1)[CH2:3]C.[C-:13]#[N:14].[K+].[CH3:16]S(C)=O>>[F:12][C:9]1[CH:8]=[CH:7][C:6]([O:5][C@H:2]([CH3:3])[CH2:16][C:13]#[N:14])=[CH:11][CH:10]=1 |f:1.2|. Reactants: [C-]#N.[K+] (KCN), Br[C@H](CC)OC1=CC=C(C=C1)F ((R)-1-Bromo-(4-fluorophenoxy)propane), CS(=O)C (DMSO), [C-]#N.[K+] (KCN). Starting materials: O=c1[nH]nc(Cl)c2cc(Br)ccc12, CC(C)(C)[O-], CCOC(C)=O, FC(F)(F)c1cccc(N2CCNCC2)c1, [Na+], O=C(C=Cc1ccccc1)C=Cc1ccccc1, O=C(C=Cc1ccccc1)C=Cc1ccccc1, O=C(C=Cc1ccccc1)C=Cc1ccccc1, [Pd], [Pd]. The product is O=c1[nH]nc(Cl)c2cc(N3CCN(c4cccc(C(F)(F)F)c4)CC3)ccc12. Reaction SMILES: [Br:1][c:2]1[cH:3][c:4]2[c:5]([Cl:13])[n:6][nH:7][c:8](=[O:12])[c:9]2[cH:10][cH:11]1.[CH3:30][C:31]([CH3:32])([O-:33])[CH3:34].[CH3:36][CH2:37][O:38][C:39]([CH3:40])=[O:41].[F:14][C:15]([c:16]1[cH:17][c:18]([N:22]2[CH2:23][CH2:24][NH:25][CH2:26][CH2:27]2)[cH:19][cH:20][cH:21]1)([F:28])[F:29].[Na+:35].[O:44]=[C:45]([CH:46]=[CH:47][c:48]1[cH:49][cH:50][cH:51][cH:52][cH:53]1)[CH:54]=[CH:55][c:56]1[cH:57][cH:58][cH:59][cH:60][cH:61]1.[O:62]=[C:63]([CH:64]=[CH:65][c:66]1[cH:67][cH:68][cH:69][cH:70][cH:71]1)[CH:72]=[CH:73][c:74]1[cH:75][cH:76][cH:77][cH:78][cH:79]1.[O:80]=[C:81]([CH:82]=[CH:83][c:84]1[cH:85][cH:86][cH:87][cH:88][cH:89]1)[CH:90]=[CH:91][c:92]1[cH:93][cH:94][cH:95][cH:96][cH:97]1.[Pd:42].[Pd:43]>>[c:2]1([N:25]2[CH2:24][CH2:23][N:22]([c:18]3[cH:17][c:16]([C:15]([F:14])([F:28])[F:29])[cH:21][cH:20][cH:19]3)[CH2:27][CH2:26]2)[cH:3][c:4]2[c:5]([Cl:13])[n:6][nH:7][c:8](=[O:12])[c:9]2[cH:10][cH:11]1. The reactants are C1=CC=C(C=C1)/C=C/C2=CC=C(C=C2)O (p-hydroxystilbene), [H-].[Na+] (sodium hydride), CN(C=O)C (dimethylformamide), BrCCCCCl (1-bromo-4-chlorobutane). Run at time 2 hour. Product: ClCCCCOC1=C(C=CC=C1)\C=C\C1=CC=CC=C1 ((E)-4-chlorobutoxystilbene). Yield: 75.0%. RXN SMILES: [H-].[Na+].[CH:3]1[CH:8]=[CH:7][C:6](/[CH:9]=[CH:10]/[C:11]2[CH:16]=[CH:15][C:14](O)=[CH:13][CH:12]=2)=[CH:5][CH:4]=1.Br[CH2:19][CH2:20][CH2:21][CH2:22][Cl:23].CN(C)C=[O:27]>>[Cl:23][CH2:22][CH2:21][CH2:20][CH2:19][O:27][C:7]1[CH:8]=[CH:3][CH:4]=[CH:5][C:6]=1/[CH:9]=[CH:10]/[C:11]1[CH:16]=[CH:15][CH:14]=[CH:13][CH:12]=1 |f:0.1|. Procedure details: To a suspension of sodium hydride (60%, 1.5 g, 38 mmol) in 200 ml dimethylformamide was added p-hydroxystilbene (5 g, 25 mmol), portionwise. The mixture was stirred at room temperature for 2 hours and 1-bromo-4-chlorobutane (4.4 mL, 38 mmol) was added. The mixture was then stirred at room temperature overnight. The reaction was quenched with methanol (10 mL) and filtered through Celite®. The filtrate was taken up in ether (250 mL), washed thrice with water (150 mL) and dried over sodium sulfate.... Reactants: CC(=O)N(Cc1ccccc1)c1ccccc1, CC#N, N#Cc1nc[nH]c1N, O=P(Cl)(Cl)Cl. Yields the product CC(=Nc1[nH]cnc1C#N)N(Cc1ccccc1)c1ccccc1. Reaction SMILES: [CH2:9]([c:10]1[cH:11][cH:12][cH:13][cH:14][cH:15]1)[N:16]([C:17]([CH3:18])=[O:19])[c:20]1[cH:21][cH:22][cH:23][cH:24][cH:25]1.[CH3:31][C:32]#[N:33].[NH2:1][c:2]1[c:3]([C:7]#[N:8])[n:4][cH:5][nH:6]1.[P:26]([Cl:27])([Cl:28])([Cl:29])=[O:30]>>[N:1]([c:2]1[c:3]([C:7]#[N:8])[n:4][cH:5][nH:6]1)=[C:17]([N:16]([CH2:9][c:10]1[cH:11][cH:12][cH:13][cH:14][cH:15]1)[c:20]1[cH:21][cH:22][cH:23][cH:24][cH:25]1)[CH3:18]. Product: O=[N+]([O-])c1cc2nc(O)c(O)nc2c2nsnc12. Starting materials: [K+], O=[N+]([O-])[O-], Oc1nc2ccc3nsnc3c2nc1O, O=S(=O)(O)O. Reaction SMILES: [K+:16].[O-:17][N+:18]([O-:19])=[O:20].[OH:1][c:2]1[n:3][c:4]2[cH:5][cH:6][c:7]3[c:8]([c:9]2[n:10][c:11]1[OH:12])[n:13][s:14][n:15]3.[S:21](=[O:22])(=[O:23])([OH:24])[OH:25]>>[OH:1][c:2]1[n:3][c:4]2[cH:5][c:6]([N+:18](=[O:17])[O-:19])[c:7]3[c:8]([c:9]2[n:10][c:11]1[OH:12])[n:13][s:14][n:15]3.